This data is from the Open Reaction Database (ORD), a public repository of structured organic reaction records. The task is: describe an organic reaction: reactants, conditions, products, and yield Starting materials: COc1cc(CCl)ccc1Br, CCO, N#C[K], O. Yields the product COc1cc(CC#N)ccc1Br. RXN SMILES: [Br:1][c:2]1[c:3]([O:10][CH3:11])[cH:4][c:5]([CH2:6][Cl:7])[cH:8][cH:9]1.[CH3:15][CH2:16][OH:17].[K:12][C:13]#[N:14].[OH2:18]>>[Br:1][c:2]1[c:3]([O:10][CH3:11])[cH:4][c:5]([CH2:6][C:13]#[N:14])[cH:8][cH:9]1. Reactants: ClCCl, CC(C)CCCC(C)CCCC(C)CCO, Cc1ccc(S(=O)(=O)Cl)cc1, c1ccncc1. The product is Cc1ccc(S(=O)(=O)OCCC(C)CCCC(C)CCCC(C)C)cc1. As a reaction SMILES: [CH2:34]([Cl:35])[Cl:36].[CH3:1][CH:2]([CH2:3][CH2:4][OH:5])[CH2:6][CH2:7][CH2:8][CH:9]([CH2:10][CH2:11][CH2:12][CH:13]([CH3:14])[CH3:15])[CH3:16].[c:23]1([CH3:33])[cH:24][cH:25][c:26]([S:29](=[O:30])(=[O:31])[Cl:32])[cH:27][cH:28]1.[cH:17]1[cH:18][cH:19][n:20][cH:21][cH:22]1>>[CH3:1][CH:2]([CH2:3][CH2:4][O:5][S:29]([c:26]1[cH:25][cH:24][c:23]([CH3:33])[cH:28][cH:27]1)(=[O:30])=[O:31])[CH2:6][CH2:7][CH2:8][CH:9]([CH2:10][CH2:11][CH2:12][CH:13]([CH3:14])[CH3:15])[CH3:16].